Dataset: the Open Reaction Database (ORD), a public repository of structured organic reaction records. Task: describe an organic reaction: reactants, conditions, products, and yield Reactants: CSC=1NC(C(=CN1)C(=O)OCC)=O (Ethyl 1,6-dihydro-2-methylthio-6-oxo-5-pyrimidinecarboxylate), CC(C)OC1=C(N)C=CC=C1 (2-(1-methylethoxy)aniline). The solvent is C(C)O (ethanol). Reaction conditions: time 17 hour. The product is CC(C)OC1=C(NC=2NC(C(=CN2)C(=O)OCC)=O)C=CC=C1 (ethyl 1,6-dihydro-2-[2-(1-methylethoxy)anilino]-6-oxo-5-pyrimidinecarboxylate). Isolated yield 38.3%. RXN SMILES: CS[C:3]1[NH:4][C:5](=[O:14])[C:6]([C:9]([O:11][CH2:12][CH3:13])=[O:10])=[CH:7][N:8]=1.[CH3:15][CH:16]([O:18][C:19]1[CH:25]=[CH:24][CH:23]=[CH:22][C:20]=1[NH2:21])[CH3:17]>C(O)C>[CH3:17][CH:16]([O:18][C:19]1[CH:25]=[CH:24][CH:23]=[CH:22][C:20]=1[NH:21][C:3]1[NH:4][C:5](=[O:14])[C:6]([C:9]([O:11][CH2:12][CH3:13])=[O:10])=[CH:7][N:8]=1)[CH3:15]. Procedure: Ethyl 1,6-dihydro-2-methylthio-6-oxo-5-pyrimidinecarboxylate (15 g) and 2-(1-methylethoxy)aniline (11.5 g) are added to ethanol (100 ml), and the mixture is refluxed with stirring for 17 hours. After cooling, the precipitate is collected by filtration and recrystallized from DMF to give ethyl 1,6-dihydro-2-[2-(1-methylethoxy)anilino]-6-oxo-5-pyrimidinecarboxylate (8.5 g). M.p. 205°-207° C. Reported procedure: A mixture of 4-(4-chloromethylphenoxy)methyl-5-methyl-2-phenyloxazole (7.13 g), ethyl 3-isopropyl-1H-pyrazol-4-carboxylate (6.17 g), potassium carbonate (4.72 g) and N,N-dimethylformamide (70 ml) was stirred at 80° C. overnight. The reaction mixture was poured into water, which was extracted with ethyl acetate. The ethyl acetate layer was washed with saturated aqueous sodium chloride solution, dried (MgSO4), then concentrated. A mixture of the residue, potassium hydroxide (4.83 g) and ethanol (1... The solvent is O (water). Isolated yield 116.2%. Product: C(C)(C)C1=NN(C=C1C(=O)O)CC1=CC=C(C=C1)OCC=1N=C(OC1C)C1=CC=CC=C1 (3-isopropyl-1-[4-(5-methyl-2-phenyl-4-oxazolylmethoxy)benzyl]-1H-pyrazol-4-carboxylic acid). As a reaction SMILES: Cl[CH2:2][C:3]1[CH:22]=[CH:21][C:6]([O:7][CH2:8][C:9]2[N:10]=[C:11]([C:15]3[CH:20]=[CH:19][CH:18]=[CH:17][CH:16]=3)[O:12][C:13]=2[CH3:14])=[CH:5][CH:4]=1.[CH:23]([C:26]1[C:30]([C:31]([O:33]CC)=[O:32])=[CH:29][NH:28][N:27]=1)([CH3:25])[CH3:24].C(=O)([O-])[O-].[K+].[K+].CN(C)C=O>O>[CH:23]([C:26]1[C:30]([C:31]([OH:33])=[O:32])=[CH:29][N:28]([CH2:2][C:3]2[CH:22]=[CH:21][C:6]([O:7][CH2:8][C:9]3[N:10]=[C:11]([C:15]4[CH:20]=[CH:19][CH:18]=[CH:17][CH:16]=4)[O:12][C:13]=3[CH3:14])=[CH:5][CH:4]=2)[N:27]=1)([CH3:25])[CH3:24] |f:2.3.4|. Reactants: ClCC1=CC=C(OCC=2N=C(OC2C)C2=CC=CC=C2)C=C1 (4-(4-chloromethylphenoxy)methyl-5-methyl-2-phenyloxazole), C(C)(C)C1=NNC=C1C(=O)OCC (ethyl 3-isopropyl-1H-pyrazol-4-carboxylate), C([O-])([O-])=O.[K+].[K+] (potassium carbonate), CN(C=O)C (N,N-dimethylformamide). Reaction conditions: temperature 80 celsius, time 8 hour. Starting materials: ClC=1C=C(C=CC1Cl)C(CNC)N1CCC(CC1)(C1=CC=CC=C1)O (N-[2-(3,4-dichlorophenyl)-2-(4-hydroxy-4-phenylpiperdino)ethyl]methylamine), C(C)OCC (diethylether), C(C)(C)OC=1C=C(C=CC1)CC(=O)O (3-isopropoxyphenylacetic acid), C(=O)(N1C=NC=C1)N1C=NC=C1 (1,1'carbonyldiimidazole). The solvent is O1CCCC1 (tetrahydrofuran), ClCCl (dichloromethane), O1CCCC1 (tetrahydrofuran). Conditions: temperature 23 celsius, time 18 hour. Yields the product Cl.ClC=1C=C(C=CC1Cl)C(CN(C(CC1=CC(=CC=C1)OC(C)C)=O)C)N1CCC(CC1)(C1=CC=CC=C1)O (N-[2-(3,4-Dichlorophenyl)-2-(4-hydroxy-4-phenylpiperidino)ethyl]-N-methyl-3-isopropoxyphenylacetamide hydrochloride salt). As a reaction SMILES: [CH:1]([O:4][C:5]1[CH:6]=[C:7]([CH2:11][C:12]([OH:14])=O)[CH:8]=[CH:9][CH:10]=1)([CH3:3])[CH3:2].C(N1C=CN=C1)(N1C=CN=C1)=O.[Cl:27][C:28]1[CH:29]=[C:30]([CH:35]([N:39]2[CH2:44][CH2:43][C:42]([OH:51])([C:45]3[CH:50]=[CH:49][CH:48]=[CH:47][CH:46]=3)[CH2:41][CH2:40]2)[CH2:36][NH:37][CH3:38])[CH:31]=[CH:32][C:33]=1[Cl:34].C(OCC)C>O1CCCC1.ClCCl>[ClH:27].[Cl:27][C:28]1[CH:29]=[C:30]([CH:35]([N:39]2[CH2:40][CH2:41][C:42]([OH:51])([C:45]3[CH:46]=[CH:47][CH:48]=[CH:49][CH:50]=3)[CH2:43][CH2:44]2)[CH2:36][N:37]([CH3:38])[C:12](=[O:14])[CH2:11][C:7]2[CH:8]=[CH:9][CH:10]=[C:5]([O:4][CH:1]([CH3:2])[CH3:3])[CH:6]=2)[CH:31]=[CH:32][C:33]=1[Cl:34] |f:6.7|. Procedure: A solution of 3-isopropoxyphenylacetic acid (670 mg) and 1,1'carbonyldiimidazole (590 mg) in tetrahydrofuran (15 mL) was stirred at reflux for 0.5 hours. The reaction was cooled to 23° C. and treated with a solution of N-[2-(3,4-dichlorophenyl)-2-(4-hydroxy-4-phenylpiperdino)ethyl]methylamine (940 mg) in tetrahydrofuran (40 mL). The reaction was stirred at 23° C. for 18 hours. The reaction was evaporated to a gold oil. The oil was partitioned between diethylether (100 mL) and 1 N hydrochloric ac... Starting materials: [Cl-].[NH4+] (ammonium chloride), NC=1SC(=C(N1)C1=CC(=CC=C1)C(F)(F)F)C(=O)N (2-Amino-4-(3-trifluoromethyl-phenyl)-thiazole-5-carboxylic acid amide), COC(C1=CC(=C(C=C1)[N+](=O)[O-])F)OC (4-dimethoxymethyl-2-fluoro-1-nitro-benzene), C([O-])([O-])=O.[Cs+].[Cs+] (cesium carbonate). Solvent: CN(C=O)C (dimethylformamide). Product: COC(C=1C=CC(=C(C1)NC=1SC(=C(N1)C1=CC(=CC=C1)C(F)(F)F)C(=O)N)[N+](=O)[O-])OC (2-(5-dimethoxymethyl-2-nitro-phenylamino)-4-(3-trifluoromethyl-phenyl)-thiazole-5-carboxylic acid amide). Isolated yield 87.3%. RXN SMILES: [NH2:1][C:2]1[S:3][C:4]([C:17]([NH2:19])=[O:18])=[C:5]([C:7]2[CH:12]=[CH:11][CH:10]=[C:9]([C:13]([F:16])([F:15])[F:14])[CH:8]=2)[N:6]=1.[CH3:20][O:21][CH:22]([O:33][CH3:34])[C:23]1[CH:28]=[CH:27][C:26]([N+:29]([O-:31])=[O:30])=[C:25](F)[CH:24]=1.C(=O)([O-])[O-].[Cs+].[Cs+].[Cl-].[NH4+]>CN(C)C=O>[CH3:34][O:33][CH:22]([O:21][CH3:20])[C:23]1[CH:28]=[CH:27][C:26]([N+:29]([O-:31])=[O:30])=[C:25]([NH:1][C:2]2[S:3][C:4]([C:17]([NH2:19])=[O:18])=[C:5]([C:7]3[CH:12]=[CH:11][CH:10]=[C:9]([C:13]([F:16])([F:14])[F:15])[CH:8]=3)[N:6]=2)[CH:24]=1 |f:2.3.4,5.6|. Procedure: A mixture of 0.5691 g (1.981 mmole) of 2-amino-4-(3-trifluoromethyl-phenyl)-thiazole-5-carboxylic acid amide (V.48), 0.4515 g (2.098 mmole) of 4-dimethoxymethyl-2-fluoro-1-nitro-benzene 29 mL of dimethylformamide and 3.2215 g (9.877 mmole) of cesium carbonate was heated at 56 degrees for 4 hours. The cooled mixture was poured into dilute aqueous ammonium chloride solution. The precipitate was collected by filtration, washed with water, and dried to give 0.8344 g of 2-(5-dimethoxymethyl-2-nitro-p... Starting materials: OC[C@@H](C(=O)N)N1C(C2=CC=CC(=C2C=C1)[N+](=O)[O-])=O ((S)-3-hydroxy-2-(5-nitro-1-oxoisoquinolin-2(1H)-yl)propanamide), CO (methanol). The reagents and catalysts are [Pd] (palladium). The product is NC1=C2C=CN(C(C2=CC=C1)=O)[C@H](C(=O)N)CO ((S)-2-(5-Amino-1-oxoisoquinolin-2(1H)-yl)-3-hydroxypropanamide). RXN SMILES: [OH:1][CH2:2][C@H:3]([N:7]1[CH:16]=[CH:15][C:14]2[C:9](=[CH:10][CH:11]=[CH:12][C:13]=2[N+:17]([O-])=O)[C:8]1=[O:20])[C:4]([NH2:6])=[O:5].CO>[Pd]>[NH2:17][C:13]1[CH:12]=[CH:11][CH:10]=[C:9]2[C:14]=1[CH:15]=[CH:16][N:7]([C@@H:3]([CH2:2][OH:1])[C:4]([NH2:6])=[O:5])[C:8]2=[O:20]. Procedure details: A round bottom flask (250 mL) was charged with (S)-3-hydroxy-2-(5-nitro-1-oxoisoquinolin-2(1H)-yl)propanamide (0.2 g, 0.0007 mol) and methanol (20 mL, 0.5 mol) and palladium, 10% weight on charcoal (0.02 g, 0.0001 mol) was added and the flask was evacuated of air with the aid of vaccum and the reaction was stirred under an atmosphere of hydrogen (1 atm) with the aid of a balloon. The reaction was stirred for 45 minutes, in which time the reaction was complete. The reaction was filtered and the s... Starting materials: CCO, CN(C)C=O, NC(=O)c1ccccc1N1CCc2cc(Cl)cc([N+](=O)[O-])c21. Product: NC(=O)c1ccccc1N1CCc2cc(Cl)cc(N)c21. As a reaction SMILES: [CH3:23][CH2:24][OH:25].[CH3:26][N:27]([CH3:28])[CH:29]=[O:30].[Cl:1][c:2]1[cH:3][c:4]2[c:8]([c:9]([N+:11]([O-:12])=[O:13])[cH:10]1)[N:7]([c:14]1[c:15]([C:16](=[O:17])[NH2:18])[cH:19][cH:20][cH:21][cH:22]1)[CH2:6][CH2:5]2>>[Cl:1][c:2]1[cH:3][c:4]2[c:8]([c:9]([NH2:11])[cH:10]1)[N:7]([c:14]1[c:15]([C:16](=[O:17])[NH2:18])[cH:19][cH:20][cH:21][cH:22]1)[CH2:6][CH2:5]2. Reactants: CCN(CC)C(=O)Nc1ccc(S(=O)(=O)Cl)cc1, O=c1[nH]c2ccc(Cl)cc2n1-c1ccccc1Cl, [H-], [Na+], CN(C)C=O, O. The product is CCN(CC)C(=O)Nc1ccc(S(=O)(=O)n2c(=O)n(-c3ccccc3Cl)c3cc(Cl)ccc32)cc1. As a reaction SMILES: [CH2:21]([CH3:22])[N:23]([C:24]([NH:25][c:26]1[cH:27][cH:28][c:29]([S:32](=[O:33])(=[O:34])[Cl:35])[cH:30][cH:31]1)=[O:36])[CH2:37][CH3:38].[Cl:3][c:4]1[cH:5][c:6]2[c:7]([nH:8][c:9](=[O:18])[n:10]2-[c:11]2[c:12]([Cl:17])[cH:13][cH:14][cH:15][cH:16]2)[cH:19][cH:20]1.[H-:1].[Na+:2].[O:40]=[CH:41][N:42]([CH3:43])[CH3:44].[OH2:39]>>[Cl:3][c:4]1[cH:5][c:6]2[c:7]([n:8]([S:32]([c:29]3[cH:28][cH:27][c:26]([NH:25][C:24]([N:23]([CH2:21][CH3:22])[CH2:37][CH3:38])=[O:36])[cH:31][cH:30]3)(=[O:33])=[O:34])[c:9](=[O:18])[n:10]2-[c:11]2[c:12]([Cl:17])[cH:13][cH:14][cH:15][cH:16]2)[cH:19][cH:20]1. Starting materials: CO, CCN(C(C)C)C(C)C, Nc1ccc(-n2ncc3c(N)ncnc32)cc1, CN(C)C=O, O=S(=O)(Cl)c1cccs1. The product is Nc1ncnc2c1cnn2-c1ccc(NS(=O)(=O)c2cccs2)cc1. RXN SMILES: [CH3:41][OH:42].[CH:27]([N:28]([CH:29]([CH3:30])[CH3:31])[CH2:32][CH3:33])([CH3:34])[CH3:35].[NH2:1][c:2]1[cH:3][cH:4][c:5](-[n:8]2[n:9][cH:10][c:11]3[c:12]2[n:13][cH:14][n:15][c:16]3[NH2:17])[cH:6][cH:7]1.[O:36]=[CH:37][N:38]([CH3:39])[CH3:40].[s:18]1[c:19]([S:23](=[O:24])(=[O:25])[Cl:26])[cH:20][cH:21][cH:22]1>>[NH:1]([c:2]1[cH:3][cH:4][c:5](-[n:8]2[n:9][cH:10][c:11]3[c:12]2[n:13][cH:14][n:15][c:16]3[NH2:17])[cH:6][cH:7]1)[S:23]([c:19]1[s:18][cH:22][cH:21][cH:20]1)(=[O:24])=[O:25]. Reactants: CC(C(C)=O)(C)C (3,3-dimethyl-2-butanone), C(C)O (ethanol), FC(SCl)(F)F (Trifluoromethanesulfenyl chloride). Run in ClCCl (dichloromethane). Reaction conditions: temperature 25 celsius. Yields the product FC(SCC(C(C)(C)C)=O)(F)F (1-trifluoromethylthio-3,3-dimethyl-2-butanone). RXN SMILES: [CH3:1][C:2]([CH3:7])([CH3:6])[C:3](=[O:5])[CH3:4].C(O)C.[F:11][C:12]([F:16])([F:15])[S:13]Cl>ClCCl>[F:11][C:12]([F:16])([F:15])[S:13][CH2:4][C:3](=[O:5])[C:2]([CH3:7])([CH3:6])[CH3:1]. Procedure: A mixture of 3,3-dimethyl-2-butanone (1.13 mole), ethanol (1.5 g.) and dichloromethane (300 ml) was introduced into a sealed and pressure tested 2-liter vessel under reduced pressure. Trifluoromethanesulfenyl chloride (1.05 mole) was then added to the cooled, evacuated vessel. (Caution: It should be noted that trifluoromethanesulfenyl chloride is a highly hazardous material which must be handled with care to avoid inhalation and contact with the skin.) The vessel was warmed to about 25°C. and th...